The task is: describe an organic reaction: reactants, conditions, products, and yield. This data is from the Open Reaction Database (ORD), a public repository of structured organic reaction records. The reactants are C1CC12N(CCCC2)C2=NN=C1N2C=C(C=C1)O[C@@H]1CC[C@@H](C2=CC=CC=C12)N ((1S,4R)-4-[3-(4-Aza-spiro[2.5]oct-4-yl)-[1,2,4]triazolo[4,3-a]pyridin-6-yloxy]-1,2,3,4-tetrahydro-naphthalen-1-ylamine), ClC(COC(NC=1N(N=C(C1)C(C)(C)C)C1=CC(=CC=C1)OCCO)=O)(Cl)Cl ({5-tert-Butyl-2-[3-(2-hydroxy-ethoxy)-phenyl]-2H-pyrazol-3-yl}-carbamic acid 2,2,2-trichloro-ethyl ester), CCN(C(C)C)C(C)C (DIPEA). Run in O1CCOCC1 (dioxane), C(Cl)Cl (DCM). Yields the product C1CC12N(CCCC2)C2=NN=C1N2C=C(C=C1)O[C@@H]1CC[C@@H](C2=CC=CC=C12)NC(=O)NC=1N(N=C(C1)C(C)(C)C)C1=CC(=CC=C1)OCCO (1-{(1S,4R)-4-[3-(4-Aza-spiro[2.5]oct-4-yl)-[1,2,4]triazolo[4,3-a]pyridin-6-yloxy]-1,2,3,4-tetrahydro-naphthalen-1-yl}-3-{5-tert-butyl-2-[3-(2-hydroxy-ethoxy)-phenyl]-2H-pyrazol-3-yl}-urea). The yield is 89.2%. Reaction SMILES: [CH2:1]1[C:3]2([CH2:8][CH2:7][CH2:6][CH2:5][N:4]2[C:9]2[N:13]3[CH:14]=[C:15]([O:18][C@H:19]4[C:28]5[C:23](=[CH:24][CH:25]=[CH:26][CH:27]=5)[C@@H:22]([NH2:29])[CH2:21][CH2:20]4)[CH:16]=[CH:17][C:12]3=[N:11][N:10]=2)[CH2:2]1.ClC(Cl)(Cl)C[O:33][C:34](=O)[NH:35][C:36]1[N:37]([C:45]2[CH:50]=[CH:49][CH:48]=[C:47]([O:51][CH2:52][CH2:53][OH:54])[CH:46]=2)[N:38]=[C:39]([C:41]([CH3:44])([CH3:43])[CH3:42])[CH:40]=1.CCN(C(C)C)C(C)C>O1CCOCC1.C(Cl)Cl>[CH2:2]1[C:3]2([CH2:8][CH2:7][CH2:6][CH2:5][N:4]2[C:9]2[N:13]3[CH:14]=[C:15]([O:18][C@H:19]4[C:28]5[C:23](=[CH:24][CH:25]=[CH:26][CH:27]=5)[C@@H:22]([NH:29][C:34]([NH:35][C:36]5[N:37]([C:45]6[CH:50]=[CH:49][CH:48]=[C:47]([O:51][CH2:52][CH2:53][OH:54])[CH:46]=6)[N:38]=[C:39]([C:41]([CH3:44])([CH3:43])[CH3:42])[CH:40]=5)=[O:33])[CH2:21][CH2:20]4)[CH:16]=[CH:17][C:12]3=[N:11][N:10]=2)[CH2:1]1. Procedure: An orange-brown solution of Intermediate 148d (87.2 mg, 0.224 mmol), Intermediate 148e (100 mg, 0.224 mmol) and DIPEA (0.049 mL, 0.28 mmol) in dry dioxane (3 mL) was stirred at 75° C. for 16 h. The cooled solution was concentrated in vacuo, suspended in water (5 mL) and extracted with DCM (2×5 mL). The combined organics were passed through a hydrophobic frit and concentrated in vacuo to leave a brown gum. Flash chromatography (silica 12 g, 4-8% MeOH in DCM) gave the title compound as a pale yell...